Dataset: the Open Reaction Database (ORD), a public repository of structured organic reaction records. Task: describe an organic reaction: reactants, conditions, products, and yield The reactants are Cl.COC(=O)C=1N(C2=CC(=CC=C2C(C1CN)=O)Cl)C1=CC=CC=C1 (3-aminomethyl-7-chloro-4-oxo-1-phenyl-1,4-dihydro-quinoline-2-carboxylic acid methyl ester hydrochloride), C(C1=CC=NC=C1)(=O)Cl (isonicotinoyl chloride). Yields the product COC(=O)C=1N(C2=CC(=CC=C2C(C1CNC(=O)C1=CC=NC=C1)=O)Cl)C1=CC=CC=C1 (7-Chloro-4-oxo-1-phenyl-3-{[(pyridine-4-carbonyl)-amino]-methyl}-1,4-dihydro-quinoline-2-carboxylic acid methyl ester). RXN SMILES: Cl.[CH3:2][O:3][C:4]([C:6]1[N:7]([C:20]2[CH:25]=[CH:24][CH:23]=[CH:22][CH:21]=2)[C:8]2[C:13]([C:14](=[O:18])[C:15]=1[CH2:16][NH2:17])=[CH:12][CH:11]=[C:10]([Cl:19])[CH:9]=2)=[O:5].[C:26](Cl)(=[O:33])[C:27]1[CH:32]=[CH:31][N:30]=[CH:29][CH:28]=1>>[CH3:2][O:3][C:4]([C:6]1[N:7]([C:20]2[CH:25]=[CH:24][CH:23]=[CH:22][CH:21]=2)[C:8]2[C:13]([C:14](=[O:18])[C:15]=1[CH2:16][NH:17][C:26]([C:27]1[CH:32]=[CH:31][N:30]=[CH:29][CH:28]=1)=[O:33])=[CH:12][CH:11]=[C:10]([Cl:19])[CH:9]=2)=[O:5] |f:0.1|. Procedure details: 7-Chloro-4-oxo-1-phenyl-3-{[(pyridine-4-carbonyl)-amino]-methyl}-1,4-dihydro-quinoline-2-carboxylic acid methyl ester was prepared starting from intermediate I and isonicotinoyl chloride. MS calcd. for C24H19ClN3O4 [(M+H)+] 448.1, obsd. 447.9. The solvent is Cl (HCl), C(C)O (ethanol). RXN SMILES: [CH3:1][O:2][C:3]1[CH:4]=[C:5]([CH:28]=[CH:29][CH:30]=1)[O:6][C:7]1[C:14]([O:15][CH2:16][CH2:17][O:18]C2CCCCO2)=[CH:13][C:10]([C:11]#[N:12])=[CH:9][C:8]=1[N+:25]([O-])=O.O.O.[Sn](Cl)Cl>C(O)C.Cl>[NH2:25][C:8]1[CH:9]=[C:10]([CH:13]=[C:14]([O:15][CH2:16][CH2:17][OH:18])[C:7]=1[O:6][C:5]1[CH:28]=[CH:29][CH:30]=[C:3]([O:2][CH3:1])[CH:4]=1)[C:11]#[N:12] |f:1.2.3|. Starting materials: O.O.[Sn](Cl)Cl (tin dichloride dihydrate), COC=1C=C(OC2=C(C=C(C#N)C=C2OCCOC2OCCCC2)[N+](=O)[O-])C=CC1 (4-(3-methoxy-phenoxy)-3-nitro-5-[2-(tetrahydro-pyran-2-yloxy)-ethoxy]-benzonitrile), ice water. Procedure: 2.0 g of 4-(3-methoxy-phenoxy)-3-nitro-5-[2-(tetrahydro-pyran-2-yloxy)-ethoxy]-benzonitrile were dissolved in ethanol (60 ml), a solution of tin dichloride dihydrate (4.5 g) in 37% HCl (12 ml) was added dropwise thereto at room temperature and the mixture was subsequently stirred at room temperature for 12 hours. The mixture was poured on to ice-water, adjusted to pH 7 and the product was extracted with ethyl acetate. After usual processing of the organic phase there was obtained 3-amino-5-(2-hy... Reaction conditions: time 12 hour. Product: NC=1C=C(C#N)C=C(C1OC1=CC(=CC=C1)OC)OCCO (3-amino-5-(2-hydroxy-ethoxy)-4-(3-methoxy-phenoxy)-benzonitrile). Reactants: C(C)C=1C=CC(=NC1)N (5-ethylpyridin-2-amine), [H-].[Na+] (NaH), [NH4+].[Cl-] (NH4Cl), BrC=1C=2N(N=C(C1)Cl)C=CN2 (8-bromo-6-chloroimidazo[1,2-b]pyridazine). Solvent: CN(C)C=O (DMF). Conditions: time 0.5 hour. The product is ClC=1C=C(C=2N(N1)C=CN2)NC2=NC=C(C=C2)CC (6-chloro-N-(5-ethylpyridin-2-yl)imidazo[1,2-b]pyridazin-8-amine). Isolated yield 220.6%. RXN SMILES: [CH2:1]([C:3]1[CH:4]=[CH:5][C:6]([NH2:9])=[N:7][CH:8]=1)[CH3:2].[H-].[Na+].Br[C:13]1[C:14]2[N:15]([CH:20]=[CH:21][N:22]=2)[N:16]=[C:17]([Cl:19])[CH:18]=1.[NH4+].[Cl-]>CN(C=O)C>[Cl:19][C:17]1[CH:18]=[C:13]([NH:9][C:6]2[CH:5]=[CH:4][C:3]([CH2:1][CH3:2])=[CH:8][N:7]=2)[C:14]2[N:15]([CH:20]=[CH:21][N:22]=2)[N:16]=1 |f:1.2,4.5|. Procedure details: To a solution of 5-ethylpyridin-2-amine (394 mg, 3.23 mmol) in DMF (8 mL) was added NaH (129 mg, 60% dispersion in mineral oil, 3.23 mmol) under N2 atmosphere at room temperature and stirred for another 0.5 h. To this mixture was added 8-bromo-6-chloroimidazo[1,2-b]pyridazine (0.3 g, 1.3 mmol). After 20 h stirring at room temperature, saturated NH4Cl solution was added and the reaction mixture was extracted with ether (200 mL) and washed with water (2×50 mL), then brine (2×50 mL). After drying a... Reactants: [Al+3], Cc1ccccc1, CN(C(=O)CCC(C#N)Cc1cc(Oc2ccccc2)ccc1N)C1CCCCC1, [Cl-], [Cl-], [Cl-]. The product is CN(C(=O)CCC1Cc2cc(Oc3ccccc3)ccc2N=C1N)C1CCCCC1. RXN SMILES: [Al+3:32].[CH3:35][c:36]1[cH:37][cH:38][cH:39][cH:40][cH:41]1.[CH:1]1([N:7]([C:8]([CH2:9][CH2:10][CH:11]([CH2:12][c:13]2[c:14]([NH2:26])[cH:15][cH:16][c:17]([O:19][c:20]3[cH:21][cH:22][cH:23][cH:24][cH:25]3)[cH:18]2)[C:27]#[N:28])=[O:29])[CH3:30])[CH2:2][CH2:3][CH2:4][CH2:5][CH2:6]1.[Cl-:31].[Cl-:33].[Cl-:34]>>[CH:1]1([N:7]([C:8]([CH2:9][CH2:10][CH:11]2[CH2:12][c:13]3[c:14]([cH:15][cH:16][c:17]([O:19][c:20]4[cH:21][cH:22][cH:23][cH:24][cH:25]4)[cH:18]3)[N:26]=[C:27]2[NH2:28])=[O:29])[CH3:30])[CH2:2][CH2:3][CH2:4][CH2:5][CH2:6]1. Reactants: C(C)OC(C(CC1=CC(=C(C=C1)O)OC)(OC1=CC=CC=C1)C)=O (3-(4-hydroxy-3-methoxyphenyl)-2-methyl-2-phenoxypropionic acid ethyl ester), solution, polystyrene, C1(=CC=C(C=C1)C=1OC(=C(N1)CCOS(=O)(=O)C1=CC=C(C=C1)C)C)C1=CC=CC=C1 (Toluene-4-sulfonic acid 2-(2-biphenyl-4-yl-5-methyl-oxazol-4-yl)-ethyl ester). The solvent is C(C)O (ethanol), C(C)O (ethanol). Reaction conditions: temperature 55 celsius. Product: C1(=CC=C(C=C1)C=1OC(=C(N1)CCOC1=C(C=C(C=C1)CC(C(=O)O)(OC1=CC=CC=C1)C)OC)C)C1=CC=CC=C1 (3-{4-[2-(2-Biphenyl-4-yl-5-methyloxazol-4-yl)ethoxy]-3-methoxyphenyl}-2-methyl-2-phenoxypropionic acid). As a reaction SMILES: [C:1]1([C:26]2[CH:31]=[CH:30][CH:29]=[CH:28][CH:27]=2)[CH:6]=[CH:5][C:4]([C:7]2[O:8][C:9]([CH3:25])=[C:10]([CH2:12][CH2:13][O:14]S(C3C=CC(C)=CC=3)(=O)=O)[N:11]=2)=[CH:3][CH:2]=1.C([O:34][C:35](=[O:55])[C:36]([CH3:54])([O:47][C:48]1[CH:53]=[CH:52][CH:51]=[CH:50][CH:49]=1)[CH2:37][C:38]1[CH:43]=[CH:42][C:41](O)=[C:40]([O:45][CH3:46])[CH:39]=1)C>C(O)C>[C:1]1([C:26]2[CH:27]=[CH:28][CH:29]=[CH:30][CH:31]=2)[CH:2]=[CH:3][C:4]([C:7]2[O:8][C:9]([CH3:25])=[C:10]([CH2:12][CH2:13][O:14][C:41]3[CH:42]=[CH:43][C:38]([CH2:37][C:36]([CH3:54])([O:47][C:48]4[CH:49]=[CH:50][CH:51]=[CH:52][CH:53]=4)[C:35]([OH:55])=[O:34])=[CH:39][C:40]=3[O:45][CH3:46])[N:11]=2)=[CH:5][CH:6]=1. Procedure details: Toluene-4-sulfonic acid 2-(2-biphenyl-4-yl-5-methyl-oxazol-4-yl)-ethyl ester (0.132 mmol) (see Ex. 1, Part I) was added to a one dram, screw-cap vial and diluted with ethanol (0.5 mL). To this solution are added 3-(4-hydroxy-3-methoxyphenyl)-2-methyl-2-phenoxypropionic acid ethyl ester (0.5 mL of a 0.264 M solution in ethanol, 0.132 mmol) and polystyrene bound 1,5,7-triazabicyclo[4.4.0]dec-5-ene (100–125 mg, 2.6 mmol/g) and the vial was tightly closed. The reaction vessel was heated in a block h... Starting materials: C(C)(=O)N1[C@H](CN(CC1)C=1N(C2=NC(=NC(=C2N1)N1CCOCC1)C=1C=NC(=NC1)N)CC(F)(F)F)C (5-{8-[(3S)-4-acetyl-3-methylpiperazin-1-yl]-6-morpholin-4-yl-9-(2,2,2-trifluoroethyl)-9H-purin-2-yl}pyrimidin-2-amine), O.C1(=CC=CC=C1)S(=O)(=O)O (benzenesulfonic acid mono hydrate). Solvent: C(C)O (ethanol). Conditions: time 5 hour. Product: C1(=CC=CC=C1)S(=O)(=O)O.C(C)(=O)N1[C@H](CN(CC1)C=1N(C2=NC(=NC(=C2N1)N1CCOCC1)C=1C=NC(=NC1)N)CC(F)(F)F)C (5-{8-[(3S)-4-acetyl-3-methylpiperazin-1-yl]-6-morpholin-4-yl-9-(2,2,2-trifluoroethyl)-9H-purin-2-yl}pyrimidin-2-amine benzenesulfonate). Isolated yield 77.2%. Reaction SMILES: [C:1]([N:4]1[CH2:9][CH2:8][N:7]([C:10]2[N:11]([CH2:32][C:33]([F:36])([F:35])[F:34])[C:12]3[C:17]([N:18]=2)=[C:16]([N:19]2[CH2:24][CH2:23][O:22][CH2:21][CH2:20]2)[N:15]=[C:14]([C:25]2[CH:26]=[N:27][C:28]([NH2:31])=[N:29][CH:30]=2)[N:13]=3)[CH2:6][C@@H:5]1[CH3:37])(=[O:3])[CH3:2].O.[C:39]1([S:45]([OH:48])(=[O:47])=[O:46])[CH:44]=[CH:43][CH:42]=[CH:41][CH:40]=1>C(O)C>[C:39]1([S:45]([OH:48])(=[O:47])=[O:46])[CH:44]=[CH:43][CH:42]=[CH:41][CH:40]=1.[C:1]([N:4]1[CH2:9][CH2:8][N:7]([C:10]2[N:11]([CH2:32][C:33]([F:36])([F:35])[F:34])[C:12]3[C:17]([N:18]=2)=[C:16]([N:19]2[CH2:20][CH2:21][O:22][CH2:23][CH2:24]2)[N:15]=[C:14]([C:25]2[CH:26]=[N:27][C:28]([NH2:31])=[N:29][CH:30]=2)[N:13]=3)[CH2:6][C@@H:5]1[CH3:37])(=[O:3])[CH3:2] |f:1.2,4.5|. Reported procedure: To a suspension of 5-{8-[(3S)-4-acetyl-3-methylpiperazin-1-yl]-6-morpholin-4-yl-9-(2,2,2-trifluoroethyl)-9H-purin-2-yl}pyrimidin-2-amine (53.8 mg, 0.1 mmol) in 10% aqueous ethanol solution (0.6 ml) was added benzenesulfonic acid mono hydrate (20.0 mg, 0.11 mmol) at 50° C., and the mixture was cooled down to room temperature, and was stirred for 5 hr. The solid precipitated out was collected and dried to give 5-{8-[(3S)-4-acetyl-3-methylpiperazin-1-yl]-6-morpholin-4-yl-9-(2,2,2-trifluoroethyl)-9H...